The task is: describe an organic reaction: reactants, conditions, products, and yield. This data is from the Open Reaction Database (ORD), a public repository of structured organic reaction records. Reactants: FC(COS(=O)(=O)C(F)(F)F)(F)F (trifluoro-methanesulfonic acid 2,2,2-trifluoro-ethyl ester), [H-].[Na+] (sodium hydride), N1CCN[C@@H]2CCCC[C@H]12 (cis-Decahydro-quinoxaline). The solvent is CN(C)C=O (DMF), CN(C)C=O (DMF), CO (methanol). Run at time 5 minute. Yields the product FC(CN1CCNC2CCCCC12)(F)F (1-(2,2,2-trifluoro-ethyl)-decahydro-quinoxaline). Yield: 144.7%. As a reaction SMILES: [NH:1]1[C@@H:10]2[C@@H:5]([CH2:6][CH2:7][CH2:8][CH2:9]2)[NH:4][CH2:3][CH2:2]1.[H-].[Na+].[F:13][C:14]([F:25])([F:24])[CH2:15]OS(C(F)(F)F)(=O)=O>CN(C=O)C.CO>[F:13][C:14]([F:25])([F:24])[CH2:15][N:1]1[CH:10]2[CH:5]([CH2:6][CH2:7][CH2:8][CH2:9]2)[NH:4][CH2:3][CH2:2]1 |f:1.2|. Procedure: cis-Decahydro-quinoxaline (0.104 g, 0.74 mmol) was dissolved in DMF (1 mL) and sodium hydride (60% in mineral oil, 0.015 g, 0.37 mmol) was added. After 5 minutes, trifluoro-methanesulfonic acid 2,2,2-trifluoro-ethyl ester (0.137 g, 0.37 mmol) was dissolved in a small amount of DMF and added to the mixture. Stirring was continued for 1 hour at room temperature then the material was diluted slightly with methanol and applied to a 10 g SCX-2 cartridge. This was washed with methanol then eluted usin... Starting materials: O=C1CC(CN1)CC(=O)OC (Methyl 2-(5-oxopyrrolidine-3-yl)acetate), [BH4-].[Li+] (lithium borohydride). Solvent: [Cl-].[Na+] (sodium chloride), O1CCCC1 (tetrahydrofuran). Reaction conditions: time 8 hour. Product: OCCC1CC(NC1)=O ((4-(2-hydroxyethyl))pyrrolidine-2-one). RXN SMILES: [O:1]=[C:2]1[NH:6][CH2:5][CH:4]([CH2:7][C:8](OC)=[O:9])[CH2:3]1.[BH4-].[Li+]>O1CCCC1.[Cl-].[Na+]>[OH:9][CH2:8][CH2:7][CH:4]1[CH2:5][NH:6][C:2](=[O:1])[CH2:3]1 |f:1.2,4.5|. Reported procedure: 100 mg Methyl 2-(5-oxopyrrolidine-3-yl)acetate (I.26) was placed in tetrahydrofuran and 30 mg lithium borohydride was added and the mixture stirred at ambient temperature overnight. The suspension was diluted with saturated sodium chloride solution and extracted with ethyl acetate (×3). The water phase was freeze dried. Starting materials: CS(C)=O, [Cu], FC(F)(F)C(F)(C(F)(F)F)C(F)(F)C(F)(F)I, O=C(O)c1ccc(I)cc1, O. Yields the product O=C(O)c1ccc(C(F)(F)C(F)(F)C(F)(C(F)(F)F)C(F)(F)F)cc1. Reaction SMILES: [CH3:28][S:29](=[O:30])[CH3:31].[Cu:32].[F:1][C:2]([C:3]([C:4]([C:5]([F:6])([F:7])[I:8])([F:9])[F:10])([C:11]([F:12])([F:13])[F:14])[F:15])([F:16])[F:17].[I:18][c:19]1[cH:20][cH:21][c:22]([C:23](=[O:24])[OH:25])[cH:26][cH:27]1.[OH2:33]>>[F:1][C:2]([C:3]([C:4]([C:5]([F:6])([F:7])[c:19]1[cH:20][cH:21][c:22]([C:23](=[O:24])[OH:25])[cH:26][cH:27]1)([F:9])[F:10])([C:11]([F:12])([F:13])[F:14])[F:15])([F:16])[F:17]. Reactants: ClCCCl, Cc1ccc2c(c1)NC(=O)C(NC(=O)OC(C)(C)C)CN2, O, c1ccncc1, O=C(Cl)c1ccco1. The product is Cc1ccc2c(c1)NC(=O)C(NC(=O)OC(C)(C)C)CN2C(=O)c1ccco1. Reaction SMILES: [Cl:37][CH2:38][CH2:39][Cl:40].[O:1]=[C:2]1[CH:3]([NH:14][C:15](=[O:16])[O:17][C:18]([CH3:19])([CH3:20])[CH3:21])[CH2:4][NH:5][c:6]2[c:7]([cH:9][c:10]([CH3:13])[cH:11][cH:12]2)[NH:8]1.[OH2:36].[cH:30]1[cH:31][cH:32][n:33][cH:34][cH:35]1.[o:22]1[c:23]([C:27](=[O:28])[Cl:29])[cH:24][cH:25][cH:26]1>>[O:1]=[C:2]1[CH:3]([NH:14][C:15](=[O:16])[O:17][C:18]([CH3:19])([CH3:20])[CH3:21])[CH2:4][N:5]([C:27]([c:23]2[o:22][cH:26][cH:25][cH:24]2)=[O:28])[c:6]2[c:7]([cH:9][c:10]([CH3:13])[cH:11][cH:12]2)[NH:8]1. The reactants are OC1=CC=C2C(C(COC2=C1)(C)C1=CC=C(C=C1)O)CCCCCCCCCC(C(=O)O)CCC(C(C(C(F)(F)F)(F)F)(F)F)(F)F (11-[(3RS,4RS)-7-hydroxy-3-(4-hydroxyphenyl)-3-methylchroman-4-yl]-2-(3,3,4,4,5,5,6,6,6-nonafluorohexyl)undecanoic acid), C[O-].[Na+] (sodium methoxide). Yields the product OC1=CC=C2C(C(COC2=C1)(C)C1=CC=C(C=C1)O)CCCCCCCCCC(C(=O)[O-])CCC(C(C(C(F)(F)F)(F)F)(F)F)(F)F.[Na+] (sodium 11-[(3RS,4RS)-7-hydroxy-3-(4-hydroxyphenyl)-3-methylchroman-4-yl]-2-(3,3,4,4,5,5,6,6,6-nonafluorohexyl)undecanoate). RXN SMILES: [OH:1][C:2]1[CH:11]=[C:10]2[C:5]([CH:6]([CH2:20][CH2:21][CH2:22][CH2:23][CH2:24][CH2:25][CH2:26][CH2:27][CH2:28][CH:29]([CH2:33][CH2:34][C:35]([F:47])([F:46])[C:36]([F:45])([F:44])[C:37]([F:43])([F:42])[C:38]([F:41])([F:40])[F:39])[C:30]([OH:32])=[O:31])[C:7]([C:13]3[CH:18]=[CH:17][C:16]([OH:19])=[CH:15][CH:14]=3)([CH3:12])[CH2:8][O:9]2)=[CH:4][CH:3]=1.C[O-].[Na+:50]>>[OH:1][C:2]1[CH:11]=[C:10]2[C:5]([CH:6]([CH2:20][CH2:21][CH2:22][CH2:23][CH2:24][CH2:25][CH2:26][CH2:27][CH2:28][CH:29]([CH2:33][CH2:34][C:35]([F:47])([F:46])[C:36]([F:44])([F:45])[C:37]([F:42])([F:43])[C:38]([F:39])([F:40])[F:41])[C:30]([O-:32])=[O:31])[C:7]([C:13]3[CH:18]=[CH:17][C:16]([OH:19])=[CH:15][CH:14]=3)([CH3:12])[CH2:8][O:9]2)=[CH:4][CH:3]=1.[Na+:50] |f:1.2,3.4|. Procedure: Starting with the 11-[(3RS,4RS)-7-hydroxy-3-(4-hydroxyphenyl)-3-methylchroman-4-yl]-2-(3,3,4,4,5,5,6,6,6-nonafluorohexyl)undecanoic acid prepared in Example 14 and sodium methoxide (1.0 mol/l in methanol), a procedure analogous to that as shown in Example 27 was repeated to give sodium 11-[(3RS,4RS)-7-hydroxy-3-(4-hydroxyphenyl)-3-methylchroman-4-yl]-2-(3,3,4,4,5,5,6,6,6-nonafluorohexyl)undecanoate. Starting materials: ClC1=NC=CC(=C1)C1=NC(=CC(=C1)C1=CC=C(C=C1)C(F)(F)F)C1CC1 (2′-chloro-6-cyclopropyl-4-(4-trifluoromethylphenyl)-[2,4′]bipyridinyl), NC1=NC=C(C=C1)B1OC(C(O1)(C)C)(C)C (2-amino-5-(4,4,5,5-tetramethyl-1,3,2-dioxaborolan-2-yl)pyridine). The product is C1(CC1)C1=CC(=CC(=N1)C1=CC(=NC=C1)C=1C=NC(=CC1)N)C1=CC=C(C=C1)C(F)(F)F (6-Cyclopropyl-4-(4-trifluoromethyl-phenyl)-[2,4′;2′,3″]terpyridin-6″-ylamine), solid. Isolated yield 17.0%. As a reaction SMILES: Cl[C:2]1[CH:7]=[C:6]([C:8]2[CH:13]=[C:12]([C:14]3[CH:19]=[CH:18][C:17]([C:20]([F:23])([F:22])[F:21])=[CH:16][CH:15]=3)[CH:11]=[C:10]([CH:24]3[CH2:26][CH2:25]3)[N:9]=2)[CH:5]=[CH:4][N:3]=1.[NH2:27][C:28]1[CH:33]=[CH:32][C:31](B2OC(C)(C)C(C)(C)O2)=[CH:30][N:29]=1>>[CH:24]1([C:10]2[N:9]=[C:8]([C:6]3[CH:5]=[CH:4][N:3]=[C:2]([C:31]4[CH:30]=[N:29][C:28]([NH2:27])=[CH:33][CH:32]=4)[CH:7]=3)[CH:13]=[C:12]([C:14]3[CH:19]=[CH:18][C:17]([C:20]([F:23])([F:22])[F:21])=[CH:16][CH:15]=3)[CH:11]=2)[CH2:26][CH2:25]1. Reported procedure: The title compound was prepared from 2′-chloro-6-cyclopropyl-4-(4-trifluoromethylphenyl)-[2,4′]bipyridinyl (example E.29) (0.300 g, 0.80 mmol) and commercially available 2-amino-5-(4,4,5,5-tetramethyl-1,3,2-dioxaborolan-2-yl)pyridine (0.229 g, 1.17 mmol) according to the general procedure VI. Obtained as a white solid (0.060 g, 17%). MS (ISP) 433.1 [(M+H)+]; mp 172-174° C. Reactants: CN1C(CC[C@@]2(C3=C(CC[C@@H]12)C=C(C=C3)S)C)=O ((+)-(4aR)-(10bR)-4-methyl-8-mercapto-10b-methyl-1,2,3,4,4a,-5,6,10b-octahydrobenzo[f]quinolin-3-one), C([O-])([O-])=O.[K+].[K+] (potassium carbonate), ClC=1SC2=C(N1)C=CC(=C2)Cl (2,6-dichloro-benzothiazole), CN(C=O)C (dimethylformamide). Run in C(C)(=O)OCC (ethyl acetate). Product: CN1C(CC[C@@]2(C3=C(CC[C@@H]12)C=C(C=C3)SC=3SC1=C(N3)C=CC(=C1)Cl)C)=O ((+)-(4aR)-(10bR)-4-methyl-8-(6-chloro-2-benzothiazolylthio)-10b-methyl-1,2,3,4,4a,5,6,10b-octahydrobenzo[f]quinolin-3-one). Yield: 52.8%. RXN SMILES: [CH3:1][N:2]1[C@H:11]2[C@@:6]([CH3:17])([C:7]3[CH:15]=[CH:14][C:13]([SH:16])=[CH:12][C:8]=3[CH2:9][CH2:10]2)[CH2:5][CH2:4][C:3]1=[O:18].C(=O)([O-])[O-].[K+].[K+].Cl[C:26]1[S:27][C:28]2[CH:34]=[C:33]([Cl:35])[CH:32]=[CH:31][C:29]=2[N:30]=1.CN(C)C=O>C(OCC)(=O)C>[CH3:1][N:2]1[C@H:11]2[C@@:6]([CH3:17])([C:7]3[CH:15]=[CH:14][C:13]([S:16][C:26]4[S:27][C:28]5[CH:34]=[C:33]([Cl:35])[CH:32]=[CH:31][C:29]=5[N:30]=4)=[CH:12][C:8]=3[CH2:9][CH2:10]2)[CH2:5][CH2:4][C:3]1=[O:18] |f:1.2.3|. Procedure details: A 15 mL round bottom flask was charged with (+)-(4aR)-(10bR)-4-methyl-8-mercapto-10b-methyl-1,2,3,4,4a,-5,6,10b-octahydrobenzo[f]quinolin-3-one (100 mg, 0.38 mmol), potassium carbonate (158 mg, 1.14 mmol), 2,6-dichloro-benzothiazole (155 mg, 0.76 mmol) and 1.5 mL of anhydrous dimethylformamide, fitted with a reflux condenser, and the stirred mixture was heated at 60°, under nitrogen, for 18 h. The mixture was cooled, diluted with ethyl acetate (75 mL) and washed with brine (2×25 mL). The combine... The reactants are COCCO[AlH2-]OCCOC.[Na+] (vitride), O-CH2 -CH2OCH3, C[Si](C)(C)C#N (trimethylsilyl cyanide), O(C1=CC=CC=C1)CC#N (phenoxyacetonitrile). Solvent: C1(=CC=CC=C1)C (toluene), C1(=CC=CC=C1)C (toluene), C1(=CC=CC=C1)C (toluene). Reaction conditions: temperature 0 celsius. Product: NC(C#N)COC1=CC=CC=C1 (2-amino-3-phenoxy propionitrile). Isolated yield 20.0%. Reaction SMILES: [O:1]([CH2:8][C:9]#[N:10])[C:2]1[CH:7]=[CH:6][CH:5]=[CH:4][CH:3]=1.COCCO[AlH2-]OCCOC.[Na+].C[Si]([C:27]#[N:28])(C)C>C1(C)C=CC=CC=1>[NH2:10][CH:9]([CH2:8][O:1][C:2]1[CH:7]=[CH:6][CH:5]=[CH:4][CH:3]=1)[C:27]#[N:28] |f:1.2|. Procedure details: 10 millimoles (1.33 g) of phenoxyacetonitrile are dissolved in 10 ml of anhydrous toluene at 0° C., under an argon atmosphere. A solution of vitride (NaH2Al[O-CH2 -CH2OCH3 ]2) at 70% in toluene (1,4 ml viz 0.5 eq) in 3 ml of anhydrous toluene is added, dropwise, at this temperature. The stirring is maintained for 1 hour at 0° C., then 2 ml (1.5 eq) of trimethylsilyl cyanide are added. The reaction mixture is maintained at room temperature for 3 hours, while stirring, then hydrolyzed by usual way...